This data is from the Open Reaction Database (ORD), a public repository of structured organic reaction records. The task is: describe an organic reaction: reactants, conditions, products, and yield Reactants: [N+](=O)([O-])C1=CC=C(C=C1)S(=O)(=O)N1C(CCC1OCC)=O (1-(4-nitrophenylsulphonyl)-5-ethoxypyrrolidin-2-one). Reagents/catalysts: [Pd] (palladium). Run in C(C)O (ethanol). Product: NC1=CC=C(C=C1)S(=O)(=O)N1C(CCC1OCC)=O (1-(4-aminobenzenesulphonyl)-2-oxo-5-ethoxypyrrolidine). The yield is 56.5%. Reaction SMILES: [N+:1]([C:4]1[CH:9]=[CH:8][C:7]([S:10]([N:13]2[CH:17]([O:18][CH2:19][CH3:20])[CH2:16][CH2:15][C:14]2=[O:21])(=[O:12])=[O:11])=[CH:6][CH:5]=1)([O-])=O>C(O)C.[Pd]>[NH2:1][C:4]1[CH:9]=[CH:8][C:7]([S:10]([N:13]2[CH:17]([O:18][CH2:19][CH3:20])[CH2:16][CH2:15][C:14]2=[O:21])(=[O:12])=[O:11])=[CH:6][CH:5]=1. Reported procedure: At ambient temperature and pressure, 4.5 g of 1-(4-nitrophenylsulphonyl)-5-ethoxypyrrolidin-2-one, dissolved in 200 cm3 of 96° ethanol is hydrogenated in the presence of palladium at 10% on charcoal. The insoluble matter is filtered off and taken up with hot chloroform, filtered, and the last filtrate is added to the alcohol solution resulting from the first filtration. After re-crystallizing the residue twice from 96° ethanol, 2.3 g of the expected product is obtained, m.p. 185°-186° C. The reactants are ClC1=C(N)C=C(C(=C1)Cl)OC (2,4-dichloro-5-methoxyaniline), Cl.N1=CC=CC=C1 (pyridine hydrochloride), ClC1=NC=NC2=CC3=C(C=C12)C=C(C(=C3)OCCN3CCOCC3)OC (4-chloro-7-methoxy-8-(2-morpholin-4-yl-ethoxy)benzo[g]quinazoline). Solvent: C(C)(C)O (isopropanol). Yields the product Cl.Cl.ClC1=C(C=C(C(=C1)Cl)OC)NC1=NC=NC2=CC3=C(C=C12)C=C(C(=C3)OCCN3CCOCC3)OC ((2,4-dichloro-5-methoxyphenyl)-[7-methoxy-8-(2-morpholin-4-yl-ethoxy)benzo[g]quinazolin-4-yl]-amine dihydrochloride). The yield is 61.9%. Reaction SMILES: [Cl:1][C:2]1[C:11]2[C:6](=[CH:7][C:8]3[CH:15]=[C:14]([O:16][CH2:17][CH2:18][N:19]4[CH2:24][CH2:23][O:22][CH2:21][CH2:20]4)[C:13]([O:25][CH3:26])=[CH:12][C:9]=3[CH:10]=2)[N:5]=[CH:4][N:3]=1.[Cl:27][C:28]1[CH:34]=[C:33]([Cl:35])[C:32]([O:36][CH3:37])=[CH:31][C:29]=1[NH2:30].Cl.N1C=CC=CC=1>C(O)(C)C>[ClH:1].[ClH:27].[Cl:27][C:28]1[CH:34]=[C:33]([Cl:35])[C:32]([O:36][CH3:37])=[CH:31][C:29]=1[NH:30][C:2]1[C:11]2[C:6](=[CH:7][C:8]3[CH:15]=[C:14]([O:16][CH2:17][CH2:18][N:19]4[CH2:20][CH2:21][O:22][CH2:23][CH2:24]4)[C:13]([O:25][CH3:26])=[CH:12][C:9]=3[CH:10]=2)[N:5]=[CH:4][N:3]=1 |f:2.3,5.6.7|. Procedure details: To a suspension of 0.05 g (0.133 mmol) of 4-chloro-7-methoxy-8-(2-morpholin-4-yl-ethoxy)benzo[g]quinazoline in 2 mL of isopropanol is added 0.031 g (0.161 mmol) of 2,4-dichloro-5-methoxyaniline and 0.016 g (0.133 mmol) of pyridine hydrochloride. The mixture is brought to reflux for 2 hours, then allowed to cool to room temperature. A yellow precipitate formed, which is filtered and washed with cold isopropanol. Drying in vacuo provided 0.030 g of (2,4-dichloro-5-methoxyphenyl)-[7-methoxy-8-(2-mo... Reactants: ClC1=C(C=CC(=C1)Cl)C(CN1N=CN=C1)(CN1CCN(CC1)C1=CC=C(C=C1)[N+](=O)[O-])O (2-(2,4-Dichlorophenyl)-3-(4-[4-nitrophenyl]piperazin-1-yl)-1-(1H-1,2,4-triazol-1-yl)propan-2-ol). The reagents and catalysts are [Pd] (palladium-on-charcoal). Run in C(C)(=O)O (acetic acid). Run at time 4 hour. The product is NC1=CC=C(C=C1)N1CCN(CC1)CC(CN1N=CN=C1)(O)C1=C(C=C(C=C1)Cl)Cl (3-(4-[4-Aminophenyl]piperazin-1-yl)-2-(2,4-dichlorophenyl)-1-(1H-1,2,4-triazol-1-yl)propan-2-ol). As a reaction SMILES: [Cl:1][C:2]1[CH:7]=[C:6]([Cl:8])[CH:5]=[CH:4][C:3]=1[C:9]([OH:32])([CH2:16][N:17]1[CH2:22][CH2:21][N:20]([C:23]2[CH:28]=[CH:27][C:26]([N+:29]([O-])=O)=[CH:25][CH:24]=2)[CH2:19][CH2:18]1)[CH2:10][N:11]1[CH:15]=[N:14][CH:13]=[N:12]1>C(O)(=O)C.[Pd]>[NH2:29][C:26]1[CH:27]=[CH:28][C:23]([N:20]2[CH2:21][CH2:22][N:17]([CH2:16][C:9]([C:3]3[CH:4]=[CH:5][C:6]([Cl:8])=[CH:7][C:2]=3[Cl:1])([OH:32])[CH2:10][N:11]3[CH:15]=[N:14][CH:13]=[N:12]3)[CH2:18][CH2:19]2)=[CH:24][CH:25]=1. Procedure details: To a solution of the product of part (i) (0.55 g, 1.15 mmole) in acetic acid (20 ml) was added 10% palladium-on-charcoal (50 mg) and the mixture was hydrogenated at 15 psi (103 kPa) for 4 hours. The catalyst was then removed by filtration, the solvent removed under reduced pressure, and the residue partitioned between methylene chloride and water. The organic phase was separated, washed again with water, dried over magnesium sulphate and concentrated under reduced pressure to yield the title com... The reactants are FC=1C=C(C=C(C1)F)C[C@@H](NC(CN1N=C(C=2CCCCC12)C(F)(F)F)=O)C1=NC(=NC=C1C=1C=CC(=C(C(=O)N)C1)F)NCCOC ((R)-5-(4-(2-(3,5-difluorophenyl)-1-(2-(3-(trifluoromethyl)-4,5,6,7-tetrahydro-1H-indazol-1-yl)acetamido)ethyl)-2-((2-methoxyethyl)amino)pyrimidin-5-yl)-2-fluorobenzamide), BrC=1C(=NC(=NC1)N1CC2(COC2)C1)[C@H](CC1=CC(=CC(=C1)F)F)NC(CN1N=C(C=2C(CCC(C12)(F)F)(F)F)C(F)F)=O ((S)—N-(1-(5-bromo-2-(2-oxa-6-azaspiro[3.3]heptan-6-yl)pyrimidin-4-yl)-2-(3,5-difluorophenyl)ethyl)-2-(3-(difluoromethyl)-4,4,7,7-tetrafluoro-4,5,6,7-tetrahydro-1H-indazol-1-yl)acetamide). Yields the product FC(C1=NN(C=2C(CCC(C12)(F)F)(F)F)CC(=O)N[C@@H](CC1=CC(=CC(=C1)F)F)C1=NC(=NC=C1C=1C=CC(=C(C(=O)N)C1)F)N1CC2(COC2)C1)F ((S)-5-(4-(1-(2-(3-(difluoromethyl)-4,4,7,7-tetrafluoro-4,5,6,7-tetrahydro-1H-indazol-1-yl)acetamido)-2-(3,5-difluorophenyl)ethyl)-2-(2-oxa-6-azaspiro[3.3]heptan-6-yl)pyrimidin-5-yl)-2-fluorobenzamide). Reaction SMILES: FC1C=C(C[C@H](C2C([C:34]3[CH:35]=[CH:36][C:37]([F:43])=[C:38]([CH:42]=3)[C:39]([NH2:41])=[O:40])=CN=C(NCCOC)N=2)NC(=O)CN2C3CCCCC=3C(C(F)(F)F)=N2)C=C(F)C=1.Br[C:50]1[C:51]([C@@H:63]([NH:73][C:74](=[O:92])[CH2:75][N:76]2[C:84]3[C:83]([F:86])([F:85])[CH2:82][CH2:81][C:80]([F:88])([F:87])[C:79]=3[C:78]([CH:89]([F:91])[F:90])=[N:77]2)[CH2:64][C:65]2[CH:70]=[C:69]([F:71])[CH:68]=[C:67]([F:72])[CH:66]=2)=[N:52][C:53]([N:56]2[CH2:62][C:58]3([CH2:61][O:60][CH2:59]3)[CH2:57]2)=[N:54][CH:55]=1>>[F:90][CH:89]([F:91])[C:78]1[C:79]2[C:80]([F:88])([F:87])[CH2:81][CH2:82][C:83]([F:86])([F:85])[C:84]=2[N:76]([CH2:75][C:74]([NH:73][C@H:63]([C:51]2[C:50]([C:34]3[CH:35]=[CH:36][C:37]([F:43])=[C:38]([CH:42]=3)[C:39]([NH2:41])=[O:40])=[CH:55][N:54]=[C:53]([N:56]3[CH2:57][C:58]4([CH2:61][O:60][CH2:59]4)[CH2:62]3)[N:52]=2)[CH2:64][C:65]2[CH:70]=[C:69]([F:71])[CH:68]=[C:67]([F:72])[CH:66]=2)=[O:92])[N:77]=1. Reported procedure: The title compound (15B) was prepared according to the method presented for the synthesis of compound 11J of Example 11 utilizing 15A. 1H NMR (400 MHz, CD3OD) δ 8.69 (d, J=8.0 Hz, 1H), 8.09 (s, 1H), 7.45-7.31 (m, 2H), 7.21 (dd, J=10.7, 8.6 Hz, 1H), 7.03-6.63 (m, 2H), 6.42 (d, J=6.1 Hz, 2H), 5.23 (dd, J=15.1, 7.6 Hz, 1H), 5.05 (s, 2H), 4.88 (s, 4H), 4.39 (q, J=9.9 Hz, 4H), 3.00 (m, 2H), 2.50 (m, 4H). MS (m/z) 754.24 [M+H]+. Reactants: C(CCCCCCC)Br (n-Octyl bromide), OC1=CC=C(C=C1)C1=CC=C(C(=O)O)C=C1 (4-(4-hydroxyphenyl)benzoic acid), [OH-].[Na+] (sodium hydroxide). Run at temperature 70 celsius, time 18 hour. Product: C(CCCCCCC)OC1=CC=C(C=C1)C1=CC=C(C=C1)C(=O)O (4'-n-octyloxy-[1,1'-biphenyl]-4-ylcarboxylic acid). Reaction SMILES: [CH2:1](Br)[CH2:2][CH2:3][CH2:4][CH2:5][CH2:6][CH2:7][CH3:8].[OH:10][C:11]1[CH:16]=[CH:15][C:14]([C:17]2[CH:25]=[CH:24][C:20]([C:21]([OH:23])=[O:22])=[CH:19][CH:18]=2)=[CH:13][CH:12]=1.[OH-].[Na+]>>[CH2:1]([O:10][C:11]1[CH:12]=[CH:13][C:14]([C:17]2[CH:25]=[CH:24][C:20]([C:21]([OH:23])=[O:22])=[CH:19][CH:18]=2)=[CH:15][CH:16]=1)[CH2:2][CH2:3][CH2:4][CH2:5][CH2:6][CH2:7][CH3:8] |f:2.3|. Procedure: n-Octyl bromide (0.102 mol) is added to a solution of 4-(4-hydroxyphenyl)benzoic acid (0.102 mol) and 2.5 N sodium hydroxide (0.102 mol) and the mixture stirred at 70° C. for a period of 18 hours. The reaction mixture is allowed to cool and then acidified to pH 3 and partitioned between ethyl acetate and water. The organic phase is washed with water and brine and the solvent then removed to obtain the 4'-n-octyloxy-[1,1'-biphenyl]-4-ylcarboxylic acid, C21H23O3, M.W. 326.4 Starting materials: CCC(O)(CC(=O)OC(C)(C)C)c1ccnc(OC)c1COCc1ccccc1, CCO. The product is CCC(O)(CC(=O)OC(C)(C)C)c1ccnc(OC)c1CO. Reaction SMILES: [CH2:1]([c:2]1[cH:3][cH:4][cH:5][cH:6][cH:7]1)[O:8][CH2:9][c:10]1[c:11]([O:28][CH3:29])[n:12][cH:13][cH:14][c:15]1[C:16]([CH2:17][C:18](=[O:19])[O:20][C:21]([CH3:22])([CH3:23])[CH3:24])([CH2:25][CH3:26])[OH:27].[CH3:30][CH2:31][OH:32]>>[OH:8][CH2:9][c:10]1[c:11]([O:28][CH3:29])[n:12][cH:13][cH:14][c:15]1[C:16]([CH2:17][C:18](=[O:19])[O:20][C:21]([CH3:22])([CH3:23])[CH3:24])([CH2:25][CH3:26])[OH:27]. The reactants are C(C)N=C=NCCCN(C)C (1-ethyl-3-(3-dimethylaminopropyl)carbodiimide), CN1N=C(C2=CC=CC=C12)C(=O)O (1-Methylindazole-3-carboxylic acid), ON1N=NC2=C1C=CC=C2 (1-hydroxybenzotriazole), NC1=CC(=C(C(=O)NCC2CCN(CC2)CCCCCN)C=C1Cl)OC (4-Amino-N-(1-(5-aminopentyl)piperidin-4-ylmethyl)-5-chloro-2-methoxybenzamide). The solvent is CN(C=O)C (dimethylformamide). Run at temperature 0 celsius, time 15 minute. Product: NC1=CC(=C(C(=O)NCC2CCN(CC2)CCCCCNC(=O)C2=NN(C3=CC=CC=C23)C)C=C1Cl)OC (N-(5-(4-(4-amino-5-chloro-2-methoxybenzoylaminomethyl)piperidin-1-yl)pentyl)-1-methyl-1 H-indazole-3-carboxamide). The yield is 26.7%. Reaction SMILES: [NH2:1][C:2]1[C:23]([Cl:24])=[CH:22][C:5]([C:6]([NH:8][CH2:9][CH:10]2[CH2:15][CH2:14][N:13]([CH2:16][CH2:17][CH2:18][CH2:19][CH2:20][NH2:21])[CH2:12][CH2:11]2)=[O:7])=[C:4]([O:25][CH3:26])[CH:3]=1.[CH3:27][N:28]1[C:36]2[C:31](=[CH:32][CH:33]=[CH:34][CH:35]=2)[C:30]([C:37](O)=[O:38])=[N:29]1.ON1C2C=CC=CC=2N=N1.C(N=C=NCCCN(C)C)C>CN(C)C=O>[NH2:1][C:2]1[C:23]([Cl:24])=[CH:22][C:5]([C:6]([NH:8][CH2:9][CH:10]2[CH2:11][CH2:12][N:13]([CH2:16][CH2:17][CH2:18][CH2:19][CH2:20][NH:21][C:37]([C:30]3[C:31]4[C:36](=[CH:35][CH:34]=[CH:33][CH:32]=4)[N:28]([CH3:27])[N:29]=3)=[O:38])[CH2:14][CH2:15]2)=[O:7])=[C:4]([O:25][CH3:26])[CH:3]=1. Procedure details: 4-Amino-N-(1-(5-aminopentyl)piperidin-4-ylmethyl)-5-chloro-2-methoxybenzamide (0.53 g) was dissolved in dimethylformamide (20 ml). 1-Methylindazole-3-carboxylic acid (0.27 g) and 1-hydroxybenzotriazole (0.25 g) were added, and the mixture was stirred at 0° C. for 15 min. Then, 1-ethyl-3-(3-dimethylaminopropyl)carbodiimide (0.35 g) was added, and the mixture was stirred at room temperature for 16 hr. The reaction mixture was concentrated under reduced pressure. Aqueous potassium carbonate solutio... Starting materials: OC1CNCC1 (3-hydroxypyrrolidine), C[Si](C)(C)N=C=O (trimethylsilylisocyanate). The solvent is C(C)(C)O (isopropanol). Run at time 8 hour. Yields the product OC1CN(CC1)C(=O)N (3-hydroxy-pyrrolidine-1-carboxylic acid amide). Isolated yield 59.6%. Reaction SMILES: [OH:1][CH:2]1[CH2:6][CH2:5][NH:4][CH2:3]1.C[Si]([N:11]=[C:12]=[O:13])(C)C>C(O)(C)C>[OH:1][CH:2]1[CH2:6][CH2:5][N:4]([C:12]([NH2:11])=[O:13])[CH2:3]1. Procedure: To a stirred solution of 3-hydroxypyrrolidine (1.0 g, 11.48 mmol) in isopropanol (27 mL) at rt was added trimethylsilylisocyanate (2.14 mL, 16.07 mmol) and the resulting solution stirred overnight. The resulting suspension was filtered and the residue washed with isopropanol and dried to give 3-hydroxy-pyrrolidine-1-carboxylic acid amide (0.89 g, 60%); 1H-NMR (300 MHz, d6-DMSO) 5.64 (2H, s), 4.85 (1H, d), 4.21-4.22 (1H, m), 3.22-3.28 (3H, m), 3.06-3.10 (1H, m), 1.79-1.90 (1H, m), 1.67-1.76 (1H, ... Starting materials: CS(=O)(=O)OCCC1(c2ccccc2)CCN(c2cccc(-c3ccc(F)cc3F)c2)C(=O)O1, CCOC(C)=O, [N-]=[N+]=[N-], [Na+], CN(C)C=O, O. Yields the product [N-]=[N+]=NCCC1(c2ccccc2)CCN(c2cccc(-c3ccc(F)cc3F)c2)C(=O)O1. RXN SMILES: [CH3:1][S:2]([O:3][CH2:6][CH2:7][C:8]1([c:29]2[cH:30][cH:31][cH:32][cH:33][cH:34]2)[CH2:9][CH2:10][N:11]([c:15]2[cH:16][c:17](-[c:21]3[c:22]([F:28])[cH:23][c:24]([F:27])[cH:25][cH:26]3)[cH:18][cH:19][cH:20]2)[C:12](=[O:14])[O:13]1)(=[O:4])=[O:5].[CH3:44][CH2:45][O:46][C:47]([CH3:48])=[O:49].[N-:35]=[N+:36]=[N-:37].[Na+:38].[O:39]=[CH:40][N:41]([CH3:42])[CH3:43].[OH2:50]>>[CH2:6]([CH2:7][C:8]1([c:29]2[cH:30][cH:31][cH:32][cH:33][cH:34]2)[CH2:9][CH2:10][N:11]([c:15]2[cH:16][c:17](-[c:21]3[c:22]([F:28])[cH:23][c:24]([F:27])[cH:25][cH:26]3)[cH:18][cH:19][cH:20]2)[C:12](=[O:14])[O:13]1)[N:35]=[N+:36]=[N-:37]. Starting materials: O=C(O)c1coc(Br)c1, CN(C)C=O, Fc1cc(F)cc(S)c1. Yields the product O=C(O)c1coc(Sc2cc(F)cc(F)c2)c1. RXN SMILES: [Br:10][c:11]1[cH:12][c:13]([C:16](=[O:17])[OH:18])[cH:14][o:15]1.[CH3:19][N:20]([CH3:21])[CH:22]=[O:23].[F:1][c:2]1[cH:3][c:4]([SH:9])[cH:5][c:6]([F:8])[cH:7]1>>[F:1][c:2]1[cH:3][c:4]([S:9][c:11]2[cH:12][c:13]([C:16](=[O:17])[OH:18])[cH:14][o:15]2)[cH:5][c:6]([F:8])[cH:7]1.